From a dataset of the Open Reaction Database (ORD), a public repository of structured organic reaction records. describe an organic reaction: reactants, conditions, products, and yield Reactants: C1COCCOCCOCCOCCO1, Cc1ccccc1, COC(=O)Cc1ccccc1CCl, [I-], [Na+], [Na+], CN(C)C=O, [OH-], O, Oc1cccc(C(F)(F)F)n1. Yields the product COC(=O)Cc1ccccc1COc1cccc(C(F)(F)F)n1. As a reaction SMILES: [CH2:14]1[O:15][CH2:16][CH2:17][O:18][CH2:19][CH2:20][O:21][CH2:22][CH2:23][O:24][CH2:25][CH2:26][O:27][CH2:28]1.[CH3:44][c:45]1[cH:46][cH:47][cH:48][cH:49][cH:50]1.[Cl:29][CH2:30][c:31]1[c:32]([CH2:37][C:38](=[O:39])[O:40][CH3:41])[cH:33][cH:34][cH:35][cH:36]1.[I-:43].[Na+:13].[Na+:42].[O:51]=[CH:52][N:53]([CH3:54])[CH3:55].[OH-:12].[OH2:56].[OH:1][c:2]1[n:3][c:4]([C:8]([F:9])([F:10])[F:11])[cH:5][cH:6][cH:7]1>>[O:1]([c:2]1[n:3][c:4]([C:8]([F:9])([F:10])[F:11])[cH:5][cH:6][cH:7]1)[CH2:30][c:31]1[c:32]([CH2:37][C:38](=[O:39])[O:40][CH3:41])[cH:33][cH:34][cH:35][cH:36]1. Reactants: [H][H] (hydrogen), C(C1=CC=CC=C1)OC1=CC(=C2C(=NC=NC2=C1)NC1=C(C=CC(=C1)OC)Cl)OCCCN1CCCC1 (7-benzyloxy-4-(2-chloro-5-methoxyanilino)-5-(3-pyrrolidin-1-ylpropoxy)quinazoline), C(C)O (ethanol). Reagents/catalysts: [Pd] (palladium on charcoal). The solvent is C1CCOC1 (THF). Product: ClC1=C(NC2=NC=NC3=CC(=CC(=C23)OCCCN2CCCC2)O)C=C(C=C1)OC (4-(2-chloro-5-methoxyanilino)-7-hydroxy-5-(3-pyrrolidin-1-ylpropoxy)quinazoline). The yield is 72.1%. As a reaction SMILES: C([O:8][C:9]1[CH:18]=[C:17]2[C:12]([C:13]([NH:19][C:20]3[CH:25]=[C:24]([O:26][CH3:27])[CH:23]=[CH:22][C:21]=3[Cl:28])=[N:14][CH:15]=[N:16]2)=[C:11]([O:29][CH2:30][CH2:31][CH2:32][N:33]2[CH2:37][CH2:36][CH2:35][CH2:34]2)[CH:10]=1)C1C=CC=CC=1.C(O)C.[H][H]>[Pd].C1COCC1>[Cl:28][C:21]1[CH:22]=[CH:23][C:24]([O:26][CH3:27])=[CH:25][C:20]=1[NH:19][C:13]1[C:12]2[C:17](=[CH:18][C:9]([OH:8])=[CH:10][C:11]=2[O:29][CH2:30][CH2:31][CH2:32][N:33]2[CH2:34][CH2:35][CH2:36][CH2:37]2)[N:16]=[CH:15][N:14]=1. Procedure details: A mixture of 7-benzyloxy-4-(2-chloro-5-methoxyanilino)-5-(3-pyrrolidin-1-ylpropoxy)quinazoline (0.68 g), 10% palladium on charcoal catalyst (0.16 g), ethanol (13 ml) and THF (13 ml) was stirred under 5 atmospheres pressure of hydrogen for 16 hours. The mixture was filtered and the filtrate was evaporated. The residue was triturated under methanol. The resulatnt solid was isolated, washed with diethyl ether and dried under vacuum. There was thus obtained the title compound (0.405 g); NMR Spectrum... The reactants are OC1=C(C(=O)O)C=CC=C1C(C)C (2-hydroxy-3-isopropylbenzoic acid), CO (MeOH). Reagents/catalysts: S(O)(O)(=O)=O (sulfuric acid), S(O)(O)(=O)=O (sulfuric acid). Conditions: temperature 45 celsius. Product: COC(C1=C(C(=CC=C1)C(C)C)O)=O (2-Hydroxy-3-isopropylbenzoic acid methyl ester). RXN SMILES: [OH:1][C:2]1[C:10]([CH:11]([CH3:13])[CH3:12])=[CH:9][CH:8]=[CH:7][C:3]=1[C:4]([OH:6])=[O:5].[CH3:14]O>S(=O)(=O)(O)O>[CH3:14][O:5][C:4](=[O:6])[C:3]1[CH:7]=[CH:8][CH:9]=[C:10]([CH:11]([CH3:13])[CH3:12])[C:2]=1[OH:1]. Procedure: To a solution of 2-hydroxy-3-isopropylbenzoic acid (4.5 g, 25 mmol) in MeOH (75 mL) is added 10 drops of sulfuric acid and the mixture is heated in an oil bath at 45° C. for 18 h. Extra sulfuric acid (10 drops) is added and the mixture is heated again at 60° C. for 18 h. Solvent is evaporated under reduced pressure and the residue is dissolved in EtOAc. The organic phase is then washed with saturated NaHCO3 (4×), water (1×) and brine and is dried with Na2SO4 and MgSO4, and concentrated. The resi... The reactants are ClC=1C(=C(C2=C(C=C(C(O2)C(F)(F)F)C(=O)O)C1)Cl)Cl (6,7,8-trichloro-2-trifluoromethyl-2H-1-benzopyran-3-carboxylic acid), Cl (HCl). The reagents and catalysts are [Zn] (zinc). Run in C(C)O (ethanol). Conditions: time 3 hour. Yields the product ClC1=C(C(=CC2=C1C[C@@H]([C@@H](O2)C(F)(F)F)C(=O)O)Cl)Cl (rel-(2R,3S)-3,4-dihydro-5,6,7-trichloro-2-(trifluoromethyl)-2H-1-benzopyran-3-carboxylic acid). RXN SMILES: [Cl:1][C:2]1[C:3]([Cl:20])=[C:4](Cl)[C:5]2[O:10][CH:9]([C:11]([F:14])([F:13])[F:12])[C:8]([C:15]([OH:17])=[O:16])=[CH:7][C:6]=2[CH:18]=1.[ClH:21]>C(O)C.[Zn]>[Cl:21][C:18]1[C:6]2[CH2:7][C@H:8]([C:15]([OH:17])=[O:16])[C@H:9]([C:11]([F:14])([F:13])[F:12])[O:10][C:5]=2[CH:4]=[C:3]([Cl:20])[C:2]=1[Cl:1]. Reported procedure: A solution of 6,7,8-trichloro-2-trifluoromethyl-2H-1-benzopyran-3-carboxylic acid (0.28 g, 0.81 mmol, prepared as described in WO98/47890, in ethanol (10 mL) was treated with concentrated HCl (5 mL) and zinc powder (1.21 g, 18.5 mmol). The mixture was stirred at room temperature for 3 hours, filtered, and concentrated in vacuo. The residue was extracted with ethyl acetate, washed with brine, dried over MgSO4, and concentrated in vacuo to give a white solid (0.31 g) which was a 3:2 mixture of cis... Starting materials: CCO, O=[N+]([O-])c1ccncc1[NH+]([O-])n1ccc2ccccc21, O=[Pt]. Product: Nc1ccncc1[NH+]([O-])n1ccc2ccccc21. Reaction SMILES: [CH3:21][CH2:22][OH:23].[N+:1]([O-:2])(=[O:3])[c:4]1[c:5]([NH+:10]([n:11]2[cH:12][cH:13][c:14]3[cH:15][cH:16][cH:17][cH:18][c:19]23)[O-:20])[cH:6][n:7][cH:8][cH:9]1.[Pt:24]=[O:25]>>[NH2:1][c:4]1[c:5]([NH+:10]([n:11]2[cH:12][cH:13][c:14]3[cH:15][cH:16][cH:17][cH:18][c:19]23)[O-:20])[cH:6][n:7][cH:8][cH:9]1. Reaction conditions: time 1 hour. Procedure: tert-Butyl (2R)-4-methyl-1-oxo-1-[2-oxo-8-(2-oxopyrrolidin-1-yl)-1,2,3,4-tetrahydroquinolin-3-ylamino]pentan-2-ylcarbamate (320 mg) was dissolved in N,N-dimethylformaldehyde (4.0 mL), and 2-bromomethylpyridine hydrobromide (216 mg) and sodium hydride (67 mg) were added thereto under cooling on ice, followed by stirring for one hour. The resultant mixture was subjected to extraction with saturated aqueous ammonium chloride solution and ethyl acetate. The organic layer was washed with water and sa... Run in CN(C)C=O (N,N-dimethylformaldehyde). As a reaction SMILES: [CH3:1][CH:2]([CH3:33])[CH2:3][C@@H:4]([NH:25][C:26](=[O:32])[O:27][C:28]([CH3:31])([CH3:30])[CH3:29])[C:5](=[O:24])[NH:6][CH:7]1[CH2:16][C:15]2[C:10](=[C:11]([N:17]3[CH2:21][CH2:20][CH2:19][C:18]3=[O:22])[CH:12]=[CH:13][CH:14]=2)[NH:9][C:8]1=[O:23].Br.Br[CH2:36][C:37]1[CH:42]=[CH:41][CH:40]=[CH:39][N:38]=1.[H-].[Na+]>CN(C=O)C>[CH3:1][CH:2]([CH3:33])[CH2:3][C@@H:4]([NH:25][C:26](=[O:32])[O:27][C:28]([CH3:31])([CH3:30])[CH3:29])[C:5](=[O:24])[NH:6][CH:7]1[CH2:16][C:15]2[C:10](=[C:11]([N:17]3[CH2:21][CH2:20][CH2:19][C:18]3=[O:22])[CH:12]=[CH:13][CH:14]=2)[N:9]([CH2:36][C:37]2[CH:42]=[CH:41][CH:40]=[CH:39][N:38]=2)[C:8]1=[O:23] |f:1.2,3.4|. The product is CC(C[C@H](C(NC1C(N(C2=C(C=CC=C2C1)N1C(CCC1)=O)CC1=NC=CC=C1)=O)=O)NC(OC(C)(C)C)=O)C (tert-butyl (2R)-4-methyl-1-oxo-1-[2-oxo-8-(2-oxopyrrolidin-1-yl)-1-(pyridin-2-ylmethyl)-1,2,3,4-tetrahydroquinolin-3-ylamino]pentan-2-ylcarbamate). Starting materials: Br.BrCC1=NC=CC=C1 (2-bromomethylpyridine hydrobromide), [H-].[Na+] (sodium hydride), CC(C[C@H](C(NC1C(NC2=C(C=CC=C2C1)N1C(CCC1)=O)=O)=O)NC(OC(C)(C)C)=O)C (tert-Butyl (2R)-4-methyl-1-oxo-1-[2-oxo-8-(2-oxopyrrolidin-1-yl)-1,2,3,4-tetrahydroquinolin-3-ylamino]pentan-2-ylcarbamate). The reactants are C[SiH](C)OCC12C(=O)CCC1C1CCC3CC(C(C)(C)C)CCC3(C)C1CC2O, CCC(C)(C)C(=O)Cl, c1cc(N2CCCC2)ccn1, c1ccncc1. Product: CCC(C)(C)C(=O)OC1CC2C(CCC3CC(C(C)(C)C)CCC32C)C2CCC(=O)C12CO[SiH](C)C. RXN SMILES: [C:1]([CH3:2])([CH3:3])([CH3:4])[CH:5]1[CH2:6][CH:7]2[CH2:8][CH2:9][CH:10]3[CH:11]4[CH2:12][CH2:13][C:14](=[O:29])[C:15]4([CH2:16][O:17][SiH:18]([CH3:19])[CH3:20])[CH:21]([OH:28])[CH2:22][CH:23]3[C:24]2([CH3:27])[CH2:25][CH2:26]1.[CH3:41][C:42]([C:43](=[O:44])[Cl:45])([CH2:46][CH3:47])[CH3:48].[N:30]1([c:31]2[cH:32][cH:33][n:34][cH:35][cH:36]2)[CH2:37][CH2:38][CH2:39][CH2:40]1.[cH:49]1[cH:50][cH:51][n:52][cH:53][cH:54]1>>[C:1]([CH3:2])([CH3:3])([CH3:4])[CH:5]1[CH2:6][CH:7]2[CH2:8][CH2:9][CH:10]3[CH:11]4[CH2:12][CH2:13][C:14](=[O:29])[C:15]4([CH2:16][O:17][SiH:18]([CH3:19])[CH3:20])[CH:21]([O:28][C:43]([C:42]([CH3:41])([CH2:46][CH3:47])[CH3:48])=[O:44])[CH2:22][CH:23]3[C:24]2([CH3:27])[CH2:25][CH2:26]1. Starting materials: CN(C)C=O, Clc1nc(Cl)nc(Cl)n1, NC(=O)C1CCCCC1n1c(=O)[nH]c2cnc3[nH]ccc3c21, O. Product: N#CC1CCCCC1n1c(=O)[nH]c2cnc3[nH]ccc3c21. As a reaction SMILES: [CH3:32][N:33]([CH3:34])[CH:35]=[O:36].[Cl:23][c:24]1[n:25][c:26]([Cl:27])[n:28][c:29]([Cl:30])[n:31]1.[O:1]=[c:2]1[nH:3][c:4]2[c:5]([c:6]3[c:7]([n:8][cH:9]2)[nH:10][cH:11][cH:12]3)[n:13]1[CH:14]1[CH:15]([C:20](=[O:21])[NH2:22])[CH2:16][CH2:17][CH2:18][CH2:19]1.[OH2:37]>>[O:1]=[c:2]1[nH:3][c:4]2[c:5]([c:6]3[c:7]([n:8][cH:9]2)[nH:10][cH:11][cH:12]3)[n:13]1[CH:14]1[CH:15]([C:20]#[N:22])[CH2:16][CH2:17][CH2:18][CH2:19]1.